Task: describe an organic reaction: reactants, conditions, products, and yield. Dataset: the Open Reaction Database (ORD), a public repository of structured organic reaction records Reactants: ONC(C1=CC2=C(CCN(CC2)C(=O)OC(C)(C)C)C=C1)=N (1,1-dimethylethyl 7-[(hydroxyamino)(imino)methyl]-1,2,4,5-tetrahydro-3H-3-benzazepine-3-carboxylate), CC(C)OC1=C(C=C(C(=O)O)C=C1)C(F)(F)F (4-[(1-Methylethyl)oxy]-3-(trifluoromethyl)benzoic acid), C=1C=CC2=C(C1)N=NN2O (HOBT), C(CCl)Cl (EDC). The solvent is CN(C)C=O (DMF). Run at time 2 hour. The product is CC(C)OC1=C(C=C(C=C1)C1=NC(=NO1)C1=CC2=C(CCN(CC2)C(=O)OC(C)(C)C)C=C1)C(F)(F)F (1,1-Dimethylethyl 7-{5-[4-[(1-methylethyl)oxy]-3-(trifluoro-methyl)phenyl]-1,2,4-oxadiazol-3-yl}-1,2,4,5-tetrahydro-3H-3-benzazepine-3-carboxylate). Yield: 48.3%. As a reaction SMILES: [CH3:1][CH:2]([O:4][C:5]1[CH:13]=[CH:12][C:8]([C:9]([OH:11])=O)=[CH:7][C:6]=1[C:14]([F:17])([F:16])[F:15])[CH3:3].C1C=CC2N(O)N=NC=2C=1.C(Cl)CCl.O[NH:33][C:34](=[NH:53])[C:35]1[CH:52]=[CH:51][C:38]2[CH2:39][CH2:40][N:41]([C:44]([O:46][C:47]([CH3:50])([CH3:49])[CH3:48])=[O:45])[CH2:42][CH2:43][C:37]=2[CH:36]=1>CN(C=O)C>[CH3:3][CH:2]([O:4][C:5]1[CH:13]=[CH:12][C:8]([C:9]2[O:11][N:33]=[C:34]([C:35]3[CH:52]=[CH:51][C:38]4[CH2:39][CH2:40][N:41]([C:44]([O:46][C:47]([CH3:48])([CH3:49])[CH3:50])=[O:45])[CH2:42][CH2:43][C:37]=4[CH:36]=3)[N:53]=2)=[CH:7][C:6]=1[C:14]([F:17])([F:16])[F:15])[CH3:1]. Procedure: 4-[(1-Methylethyl)oxy]-3-(trifluoromethyl)benzoic acid (Preparation 39) (744 mg, 3.00 mmol), HOBT (446 mg, 3.30 mmol) and EDC (630 mg, 3.30 mmol) were stirred in DMF (28 ml) under argon for 20 minutes. 1,1-dimethylethyl 7-[(hydroxyamino)(imino)methyl]-1,2,4,5-tetrahydro-3H-3-benzazepine-3-carboxylate (Preparation 41) (915 mg, 3.00 mmol) was added and the mixture stirred at room temperature for 2 hrs before it was heated to 80° C. for 20 hrs. The reaction mixture was partitioned between EtOAc and...